This data is from the Open Reaction Database (ORD), a public repository of structured organic reaction records. The task is: describe an organic reaction: reactants, conditions, products, and yield Starting materials: O=C([O-])[O-], CI, O=[N+]([O-])c1c(O)cc(F)cc1F, [K+], [K+], CN(C)C=O, O. The product is COc1cc(F)cc(F)c1[N+](=O)[O-]. RXN SMILES: [C:1]([O-:2])([O-:3])=[O:4].[CH3:7][I:8].[F:10][c:11]1[c:12]([N+:19](=[O:20])[O-:21])[c:13]([OH:18])[cH:14][c:15]([F:17])[cH:16]1.[K+:5].[K+:6].[O:22]=[CH:23][N:24]([CH3:25])[CH3:26].[OH2:9]>>[CH3:1][O:4][c:13]1[c:12]([N+:19](=[O:20])[O-:21])[c:11]([F:10])[cH:16][c:15]([F:17])[cH:14]1. The reactants are C(CCC=CCC=CCC=CCC=CCC=CCC=CCC)(=O)NC=1C=CC(=C(C(=O)OC)C1)O (methyl 5-docosa-4,7,10,13,16,19-hexaenamido-2-hydroxybenzoate), Cl (HCl). Run in [OH-].[Na+] (NaOH), CO (CH3OH). Reaction conditions: temperature 50 celsius, time 24 hour. The product is C(CCC=CCC=CCC=CCC=CCC=CCC=CCC)(=O)NC=1C=CC(=C(C(=O)O)C1)O (5-docosa-4,7,10,13,16,19-hexaenamido-2-hydroxybenzoic acid). Isolated yield 97.5%. As a reaction SMILES: [C:1]([NH:24][C:25]1[CH:26]=[CH:27][C:28]([OH:35])=[C:29]([CH:34]=1)[C:30]([O:32]C)=[O:31])(=[O:23])[CH2:2][CH2:3][CH:4]=[CH:5][CH2:6][CH:7]=[CH:8][CH2:9][CH:10]=[CH:11][CH2:12][CH:13]=[CH:14][CH2:15][CH:16]=[CH:17][CH2:18][CH:19]=[CH:20][CH2:21][CH3:22].Cl>[OH-].[Na+].CO>[C:1]([NH:24][C:25]1[CH:26]=[CH:27][C:28]([OH:35])=[C:29]([CH:34]=1)[C:30]([OH:32])=[O:31])(=[O:23])[CH2:2][CH2:3][CH:4]=[CH:5][CH2:6][CH:7]=[CH:8][CH2:9][CH:10]=[CH:11][CH2:12][CH:13]=[CH:14][CH2:15][CH:16]=[CH:17][CH2:18][CH:19]=[CH:20][CH2:21][CH3:22] |f:2.3|. Reported procedure: A mixture of methyl 5-docosa-4,7,10,13,16,19-hexaenamido-2-hydroxybenzoate (0.1 g, 0.2 mmol) in 2N NaOH (5 mL) and CH3OH (2.5 mL) was stirred (50° C., 24 h). The mixture was cooled and acidified to pH 1 with 2N aq. HCl, then extracted with EtOAc (3×10 mL). The organic layer was washed with brine, dried over MgSO4, filtered and concentrated under reduced pressure. The residue was purified by silica chromatography (CH2Cl2-EtOAc, 20:1 to 1:1) to afford 5-docosa-4,7,10,13,16,19-hexaenamido-2-hydroxy... Starting materials: C(C)(C)(C)OC(=O)N1CCC(CC1)C(N(CC(=O)C1=CC(=C(C=C1)F)C(F)(F)F)[C@H]1CN(CCC1)C(=O)OCC1=CC=CC=C1)=O (4-{((R)-1-benzyloxycarbonyl-piperidin-3-yl)-[2-(4-fluoro-3-trifluoromethyl-phenyl)-2-oxo-ethyl]-carbamoyl}-piperidine-1-carboxylic acid tert-butyl ester), CN(C)C=O (DMF). Run in C(C)(=O)[O-].[NH4+] (ammonium acetate), C(C)(=O)O (acetic acid), CC(OCC)=O (EA). Product: C(C)(C)(C)OC(=O)N1CCC(CC1)C=1N(C=C(N1)C1=CC(=C(C=C1)F)C(F)(F)F)[C@H]1CN(CCC1)C(=O)OCC1=CC=CC=C1 (4-[1-((R)-1-Benzyloxycarbonyl-piperdin-3-yl)-4-(4-fluoro-3-trifluoromethyl-phenyl)-1H-imidazol-2-yl]-piperidine-1-carboxylic acid tert-butyl ester). Isolated yield 75.0%. Reaction SMILES: [C:1]([O:5][C:6]([N:8]1[CH2:13][CH2:12][CH:11]([C:14](=O)[N:15]([C@@H:30]2[CH2:35][CH2:34][CH2:33][N:32]([C:36]([O:38][CH2:39][C:40]3[CH:45]=[CH:44][CH:43]=[CH:42][CH:41]=3)=[O:37])[CH2:31]2)[CH2:16][C:17]([C:19]2[CH:24]=[CH:23][C:22]([F:25])=[C:21]([C:26]([F:29])([F:28])[F:27])[CH:20]=2)=O)[CH2:10][CH2:9]1)=[O:7])([CH3:4])([CH3:3])[CH3:2].C[N:48](C=O)C>C([O-])(=O)C.[NH4+].C(O)(=O)C.CC(=O)OCC>[C:1]([O:5][C:6]([N:8]1[CH2:13][CH2:12][CH:11]([C:14]2[N:15]([C@@H:30]3[CH2:35][CH2:34][CH2:33][N:32]([C:36]([O:38][CH2:39][C:40]4[CH:45]=[CH:44][CH:43]=[CH:42][CH:41]=4)=[O:37])[CH2:31]3)[CH:16]=[C:17]([C:19]3[CH:24]=[CH:23][C:22]([F:25])=[C:21]([C:26]([F:27])([F:29])[F:28])[CH:20]=3)[N:48]=2)[CH2:10][CH2:9]1)=[O:7])([CH3:2])([CH3:3])[CH3:4] |f:2.3|. Procedure details: Heat a solution of 4-{((R)-1-benzyloxycarbonyl-piperidin-3-yl)-[2-(4-fluoro-3-trifluoromethyl-phenyl)-2-oxo-ethyl]-carbamoyl}-piperidine-1-carboxylic acid tert-butyl ester (4.40 mmol; 2.86 g) in DMF (2.5 mL) and ammonium acetate saturated in acetic acid (15 mL) at 90° C. for 8 h. Dilute with EA, wash the organic phase 3× with water, saturated sodium bicarbonate, brine, dry over MgSO4 and filter. Purify the residue on 80 g silica gel with 5-20% EA/DCM to provide the title compound (2.08 g; 3.30 m... Reactants: B, O=C([O-])[O-], C1CCOC1, CSC, O=C(O)c1ccc(F)c(Cl)c1F, [Na+], [Na+]. Yields the product OCc1ccc(F)c(Cl)c1F. RXN SMILES: [BH3:16].[C:17](=[O:18])([O-:19])[O-:20].[CH2:23]1[O:24][CH2:25][CH2:26][CH2:27]1.[CH3:13][S:14][CH3:15].[Cl:1][c:2]1[c:3]([F:12])[c:4]([C:5](=[O:6])[OH:7])[cH:8][cH:9][c:10]1[F:11].[Na+:21].[Na+:22]>>[Cl:1][c:2]1[c:3]([F:12])[c:4]([CH2:5][OH:6])[cH:8][cH:9][c:10]1[F:11]. Reactants: FC1=C2C(CN(C2=CC=C1)C(C)=O)(C)C (1-(4-fluoro-3,3-dimethyl-2,3-dihydroindol-1-yl)ethanone), C([O-])(O)=O.[Na+] (sodium bicarbonate). The solvent is Cl (hydrochloric acid). Yields the product FC1=C2C(CNC2=CC=C1)(C)C (4-fluoro-3,3-dimethyl-2,3-dihydro-1H-indole). The yield is 72.4%. Reaction SMILES: [F:1][C:2]1[CH:10]=[CH:9][CH:8]=[C:7]2[C:3]=1[C:4]([CH3:15])([CH3:14])[CH2:5][N:6]2C(=O)C.C(=O)(O)[O-].[Na+]>Cl>[F:1][C:2]1[CH:10]=[CH:9][CH:8]=[C:7]2[C:3]=1[C:4]([CH3:15])([CH3:14])[CH2:5][NH:6]2 |f:1.2|. Procedure details: A solution of 520 mg of 1-(4-fluoro-3,3-dimethyl-2,3-dihydroindol-1-yl)ethanone in 10 ml of concentrated hydrochloric acid is heated at 90° C. for 2 hours. The solution is then treated with sodium bicarbonate until the pH is 7, and extracted with dichloromethane. The organic phase is filtered on a phase-separation column and concentrated under reduced pressure, so as to give 300 mg of 4-fluoro-3,3-dimethyl-2,3-dihydro-1H-indole in the form of a brown oil, the characteristics of which are the fol... The reactants are COC(=O)N1CC[C@@H]2[C@](CCC[C@H]12)(C#CC=1C=C(C=CC1)C)O ((3aS,4R,7aS)-4-hydroxy-4-m-tolylethynyl-octahydro-indole-1-carboxylic acid methyl ester), CC1=C(C(=O)O)C(=CC(=C1)C)C (2,4,6-trimethyl-benzoic acid). Product: C1(=CC(=CC=C1)C#C[C@]1([C@@H]2CCN([C@@H]2CCC1)C(=O)OC)OC(C1=C(C=C(C=C1C)C)C)=O)C ((3aR,4S,7aR)-methyl 4-(m-tolylethynyl)-4-(2,4,6-trimethylbenzoyloxy)octahydro-1H-indole-1-carboxylate). RXN SMILES: [CH3:1][O:2][C:3]([N:5]1[C@@H:13]2[C@@H:8]([C@@:9]([OH:23])([C:14]#[C:15][C:16]3[CH:17]=[C:18]([CH3:22])[CH:19]=[CH:20][CH:21]=3)[CH2:10][CH2:11][CH2:12]2)[CH2:7][CH2:6]1)=[O:4].[CH3:24][C:25]1[CH:33]=[C:32]([CH3:34])[CH:31]=[C:30]([CH3:35])[C:26]=1[C:27](O)=[O:28]>>[C:18]1([CH3:22])[CH:19]=[CH:20][CH:21]=[C:16]([C:15]#[C:14][C@:9]2([O:23][C:27](=[O:28])[C:26]3[C:30]([CH3:35])=[CH:31][C:32]([CH3:34])=[CH:33][C:25]=3[CH3:24])[CH2:10][CH2:11][CH2:12][C@@H:13]3[C@H:8]2[CH2:7][CH2:6][N:5]3[C:3]([O:2][CH3:1])=[O:4])[CH:17]=1. Reported procedure: Synthesis in analogy to the General Method 1 starting from (3aS,4R,7aS)-4-hydroxy-4-m-tolylethynyl-octahydro-indole-1-carboxylic acid methyl ester and 2,4,6-trimethyl-benzoic acid to yield (3aR,4S,7aR)-methyl 4-(m-tolylethynyl)-4-(2,4,6-trimethylbenzoyloxy)octahydro-1H-indole-1-carboxylate. MS [M+H]=296 (ester eliminated ion); RT=4.280 min; HPLC Method III Product: COC(=O)COc1ccc(CC(C)NCC(O)c2cccc(C(F)(F)F)c2)cc1. Starting materials: COC(=O)COc1ccc(CC(C)=O)cc1, CCCCCC, NCC(O)c1cccc(C(F)(F)F)c1. Reaction SMILES: [C:1](=[O:2])([O:3][CH3:4])[CH2:5][O:6][c:7]1[cH:8][cH:9][c:10]([CH2:13][C:14]([CH3:15])=[O:16])[cH:11][cH:12]1.[CH3:31][CH2:32][CH2:33][CH2:34][CH2:35][CH3:36].[OH:17][CH:18]([CH2:19][NH2:20])[c:21]1[cH:22][c:23]([C:27]([F:28])([F:29])[F:30])[cH:24][cH:25][cH:26]1>>[C:1](=[O:2])([O:3][CH3:4])[CH2:5][O:6][c:7]1[cH:8][cH:9][c:10]([CH2:13][CH:14]([CH3:15])[NH:20][CH2:19][CH:18]([OH:17])[c:21]2[cH:22][c:23]([C:27]([F:28])([F:29])[F:30])[cH:24][cH:25][cH:26]2)[cH:11][cH:12]1. Reactants: II (iodine), C(C1=CC=CC=C1)[C@H]1NC([C@H](NC([C@H](NC(C[C@H](OC(C[C@@H]1O)=O)\C=C\CCSC(C1=CC=CC=C1)(C1=CC=CC=C1)C1=CC=CC=C1)=O)C)=O)CSC(C1=CC=CC=C1)(C1=CC=CC=C1)C1=CC=CC=C1)=O ((2S,6R,9S,12R,13S)-12-benzyl-13-hydroxy-6-methyl-2-((E)-4-tritylsulfanyl-but-1-enyl)-9-tritylsulfanylmethyl-1-oxa-5,8,11-triaza-cyclopentadecane-4,7,10,15-tetraone), 7D, 7D, S(=S)(=O)([O-])[O-].[Na+].[Na+] (sodium thiosulfate). Solvent: C(Cl)Cl.CO (CH2Cl2 MeOH), C(Cl)Cl.CO (CH2Cl2 MeOH). The product is C(C1=CC=CC=C1)[C@@H]1[C@H](CC(O[C@@H]2/C=C/CCSSC[C@H](C(N1)=O)NC([C@H](NC(C2)=O)C)=O)=O)O ((E)-(1S,5S,6R,9S,20R)-6-Benzyl-5-hydroxy-20-methyl-2-oxa-11,12-dithia-7,19,22-triaza-bicyclo[7.7.6]docos-15-ene-3,8,18,21-tetraone). As a reaction SMILES: II.[CH2:3]([C@@H:10]1[C@@H:24]([OH:25])[CH2:23][C:22](=[O:26])[O:21][C@H:20](/[CH:27]=[CH:28]/[CH2:29][CH2:30][S:31]C(C2C=CC=CC=2)(C2C=CC=CC=2)C2C=CC=CC=2)[CH2:19][C:18](=[O:51])[NH:17][C@H:16]([CH3:52])[C:15](=[O:53])[NH:14][C@H:13]([CH2:54][S:55]C(C2C=CC=CC=2)(C2C=CC=CC=2)C2C=CC=CC=2)[C:12](=[O:75])[NH:11]1)[C:4]1[CH:9]=[CH:8][CH:7]=[CH:6][CH:5]=1.S([O-])([O-])(=O)=S.[Na+].[Na+]>C(Cl)Cl.CO>[CH2:3]([C@H:10]1[NH:11][C:12](=[O:75])[C@@H:13]2[NH:14][C:15](=[O:53])[C@@H:16]([CH3:52])[NH:17][C:18](=[O:51])[CH2:19][C@@H:20]([CH:27]=[CH:28][CH2:29][CH2:30][S:31][S:55][CH2:54]2)[O:21][C:22](=[O:26])[CH2:23][C@@H:24]1[OH:25])[C:4]1[CH:9]=[CH:8][CH:7]=[CH:6][CH:5]=1 |f:2.3.4,5.6|. Reported procedure: To a stirred solution of iodine (99 mg, 0.39 mmol) in CH2Cl2/MeOH (9:1, 110 mL) was added dropwise a solution of 6D (40 mg, 0.0039 mmol) in CH2Cl2/MeOH (9:1, 60 mL) over 30 min, the reaction mixture was then allowed to stir for a further 30 min after which time sodium thiosulfate (40 mL, 0.05 M) was added. The layers were separated and the product was extracted with CH2Cl2 (3×25 ml) dried over MgSO4 and the solvent was removed in vacuo. Purification was then carried out by column chromatography ... Starting materials: C(CC#CC)OC(CCC(=O)OCCC#CC)=O (succinic acid dipent-3-inyl ester), Mo(≡N)(OSiPh3)3(phen), MnCl2. Run in C1(=CC=CC=C1)C (toluene), C1(=CC=CC=C1)C (toluene). Reaction conditions: temperature 80 celsius, time 24 hour. Product: O1C(CCC(OCCC#CCC1)=O)=O (1,6-dioxacyclododec-9-in-2,5-dione), oil. The yield is 60.0%. RXN SMILES: [CH2:1]([O:6][C:7](=[O:18])[CH2:8][CH2:9][C:10]([O:12][CH2:13][CH2:14][C:15]#[C:16][CH3:17])=[O:11])CC#CC>C1(C)C=CC=CC=1>[O:6]1[CH2:1][CH2:17][C:16]#[C:15][CH2:14][CH2:13][O:12][C:10](=[O:11])[CH2:9][CH2:8][C:7]1=[O:18]. Reported procedure: In a dry 500 mL Schlenk-tube, which has been flooded with argon, succinic acid dipent-3-inyl ester (5.00 mmol, 1.251 g), [Mo(≡N)(OSiPh3)3(phen)].0.5 toluene (0.500 mmol, 581.2 mg), MnCl2 (0.500 mmol, 62.9 mg) and molecular sieve (10.0 g, 5 Å, powder) were suspended in 250 mL of toluene. The reaction solution was stirred for 24 h at 80° C. and was filtered after cooling over a short silica gel column. The filtrate was concentrated and the residue was purified by means of column chromatography (he...